This data is from the Open Reaction Database (ORD), a public repository of structured organic reaction records. The task is: describe an organic reaction: reactants, conditions, products, and yield Isolated yield 54.0%. Reaction SMILES: [NH2:1][C@H:2]([C:6]([OH:8])=[O:7])[CH:3]([CH3:5])[CH3:4].[CH3:9][C:10](=O)[CH2:11][CH3:12].[H][H]>C(O)C.[Pd]>[CH:10]([NH:1][C@@H:2]([CH:3]([CH3:5])[CH3:4])[C:6]([OH:8])=[O:7])([CH2:11][CH3:12])[CH3:9]. Reaction conditions: time 2.5 hour. Starting materials: N[C@@H](C(C)C)C(=O)O (L-valine), CC(CC)=O (2-butanone), [H][H] (hydrogen), [H][H] (hydrogen). Run in C(C)O (ethanol). Procedure details: A mixture of L-valine (29.29 g, 250 mmol), and 2-butanone (44.8 mL, 500 mmol, Aldrich Inc, Milwaukee, Wis.) was agitated in an atmosphere of hydrogen (pressure, 39-51 psi) at 45° C. in 500 mL ethanol in the presence of Pd/C (20%, 4 g) until the absorption of hydrogen had ceased. The mixture was filtered, and this ethanolic filtrate was set aside, then the filter cake washed with 450 mL 1 M HCl. The ethanolic filtrate was concentrated to dryness and the residue dissolved in the aqueous filtrate a... Reagents/catalysts: [Pd] (Pd/C). Product: C(C)(CC)N[C@H](C(=O)O)C(C)C ((S)-2-sec-Butylamino-3-methyl-butyric acid).